From a dataset of the Open Reaction Database (ORD), a public repository of structured organic reaction records. describe an organic reaction: reactants, conditions, products, and yield Starting materials: BrC=1C(=NNC1C)C(F)F (4-bromo-3-(difluoromethyl)-5-methyl-1H-pyrazole), C(Cl)(Cl)Cl (chloroform), O.C1(=CC=C(C=C1)S(=O)(=O)O)C (p-toluenesulfonic acid monohydrate), O1CCCC=C1 (Dihydropyran). Conditions: temperature 25 celsius, time 2 hour. Product: BrC=1C(=NN(C1C)C1OCCCC1)C(F)F (4-bromo-3-(difluoromethyl)-5-methyl-1-(tetrahydro-2H-pyran-2-yl)-1H-pyrazole). As a reaction SMILES: [Br:1][C:2]1[C:3]([CH:8]([F:10])[F:9])=[N:4][NH:5][C:6]=1[CH3:7].C(Cl)(Cl)Cl.O.C1(C)C=CC(S(O)(=O)=O)=CC=1.[O:27]1[CH:32]=[CH:31][CH2:30][CH2:29][CH2:28]1>>[Br:1][C:2]1[C:3]([CH:8]([F:10])[F:9])=[N:4][N:5]([CH:28]2[CH2:29][CH2:30][CH2:31][CH2:32][O:27]2)[C:6]=1[CH3:7] |f:2.3|. Procedure: To a solution of 4-bromo-3-(difluoromethyl)-5-methyl-1H-pyrazole (1.40 g, 6.63 mmol) in chloroform (30.0 mL, 0.375 mol) was added p-toluenesulfonic acid monohydrate (0.13 g, 0.66 mol) at 0° C. Dihydropyran (0.91 mL, 0.010 mol) was added and stirred at 25° C. for 2 h. The reaction was extracted with ethyl acetate and the organic extracts were washed with NaHCO3, water, saturated NaCl, dried (MgSO4) and concentrated in vacuo. The compound was chromatographed on silica gel using 10% EtOAc/hexanes t... Starting materials: [N+](=O)([O-])C1=CC=C(CCl)C=C1 (p-nitrobenzyl chloride), Cl.Cl.FC1=CC=C(C=C1)N1CCNCC1 (1-(p-fluorophenyl)piperazine dihydrochloride). The solvent is C(C)N(CC)CC (triethylamine). As a reaction SMILES: [N+:1]([C:4]1[CH:11]=[CH:10][C:7]([CH2:8]Cl)=[CH:6][CH:5]=1)([O-:3])=[O:2].Cl.Cl.[F:14][C:15]1[CH:20]=[CH:19][C:18]([N:21]2[CH2:26][CH2:25][NH:24][CH2:23][CH2:22]2)=[CH:17][CH:16]=1>C(N(CC)CC)C>[F:14][C:15]1[CH:16]=[CH:17][C:18]([N:21]2[CH2:26][CH2:25][N:24]([CH2:8][C:7]3[CH:10]=[CH:11][C:4]([N+:1]([O-:3])=[O:2])=[CH:5][CH:6]=3)[CH2:23][CH2:22]2)=[CH:19][CH:20]=1 |f:1.2.3|. Reported procedure: In the manner given in Example 1A, p-nitrobenzyl chloride is reacted with 1-(p-fluorophenyl)piperazine dihydrochloride in the presence of triethylamine to give 1-(p-fluorophenyl)-4-(p-nitrobenzyl)piperazine Yields the product FC1=CC=C(C=C1)N1CCN(CC1)CC1=CC=C(C=C1)[N+](=O)[O-] (1-(p-fluorophenyl)-4-(p-nitrobenzyl)piperazine). Starting materials: O (water), boron trifluoride-diethyl, FC1=NC=CC=C1C1CCC(CC1)=O (4-(2-fluoropyridin-3-yl)cyclohexanone), C[Si](C)(C)C=[N+]=[N-] ((trimethylsilyl)diazomethane). Run in C(Cl)Cl (DCM). The product is FC1=NC=CC=C1C1CCC(CCC1)=O (4-(2-fluoropyridin-3-yl)cycloheptanone). RXN SMILES: [F:1][C:2]1[C:7]([CH:8]2[CH2:13][CH2:12][C:11](=[O:14])[CH2:10][CH2:9]2)=[CH:6][CH:5]=[CH:4][N:3]=1.[CH3:15][Si](C=[N+]=[N-])(C)C.O>C(Cl)Cl>[F:1][C:2]1[C:7]([CH:8]2[CH2:15][CH2:9][CH2:10][C:11](=[O:14])[CH2:12][CH2:13]2)=[CH:6][CH:5]=[CH:4][N:3]=1. Reported procedure: To a solution of boron trifluoride-diethyl etherate (0.64 g, 4.50 mmol) and 4-(2-fluoropyridin-3-yl)cyclohexanone (0.79 g, 4.09 mmol) in DCM (8 mL) at −25° C. under argon was added (trimethylsilyl)diazomethane (2.25 mL, 5.18 mmol, 2.0 M in hexanes). The reaction was stirred for 2 h at that temperature, water was added, and the mixture was extracted with DCM (2×). The combined organic extracts were washed with 10:1 saturated ammonium chloride/ammonium hydroxide mixture (1×), water (1×), saturated... Reactants: Cc1nc2ccc(N(C(=O)OC(C)(C)C)c3c4c(nc5ccnn35)N(C3CCCN(C(=O)OC(C)(C)C)C3)CC4)cc2s1, C1CCOC1, O=C1CCC(=O)N1I. Yields the product Cc1nc2ccc(N(C(=O)OC(C)(C)C)c3c4c(nc5c(I)cnn35)N(C3CCCN(C(=O)OC(C)(C)C)C3)CC4)cc2s1. As a reaction SMILES: [C:1]([CH3:2])([CH3:3])([CH3:4])[O:5][C:6](=[O:7])[N:8]([c:9]1[c:10]2[c:14]([n:15][c:16]3[cH:17][cH:18][n:19][n:20]13)[N:13]([CH:21]1[CH2:22][N:23]([C:27](=[O:28])[O:29][C:30]([CH3:31])([CH3:32])[CH3:33])[CH2:24][CH2:25][CH2:26]1)[CH2:12][CH2:11]2)[c:34]1[cH:35][c:36]2[c:37]([n:38][c:39]([CH3:41])[s:40]2)[cH:42][cH:43]1.[CH2:52]1[O:53][CH2:54][CH2:55][CH2:56]1.[I:44][N:45]1[C:46](=[O:47])[CH2:48][CH2:49][C:50]1=[O:51]>>[C:1]([CH3:2])([CH3:3])([CH3:4])[O:5][C:6](=[O:7])[N:8]([c:9]1[c:10]2[c:14]([n:15][c:16]3[c:17]([I:44])[cH:18][n:19][n:20]13)[N:13]([CH:21]1[CH2:22][N:23]([C:27](=[O:28])[O:29][C:30]([CH3:31])([CH3:32])[CH3:33])[CH2:24][CH2:25][CH2:26]1)[CH2:12][CH2:11]2)[c:34]1[cH:35][c:36]2[c:37]([n:38][c:39]([CH3:41])[s:40]2)[cH:42][cH:43]1. Reactants: Cl (hydrochloric acid), ClC=1SC(=CC1C1CC(C=2C(=CN=NC2C1)C)=O)Cl (7-(2,5-dichlorothiophen-3-yl)-4-methyl-5,6,7,8-tetrahydrocinnolin-5-one), Cl.NNC(=N)NO (1-amino-3-hydroxyguanidine hydrochloride). The solvent is C(C)O (ethanol). Run at temperature 90 celsius, time 1.5 hour. Product: Cl.ClC=1SC(=CC1C1CC(C=2C(=CN=NC2C1)C)=NNC(NO)=N)Cl (7-(2,5-dichlorothiophen-3-yl)-5-(1-hydroxyguanidin-3-yl)imino-4-methyl-5,6,7,8-tetrahydrocinnoline hydrochloride). Yield: 81.9%. As a reaction SMILES: [Cl:1][C:2]1[S:3][C:4]([Cl:19])=[CH:5][C:6]=1[CH:7]1[CH2:16][C:15]2[N:14]=[N:13][CH:12]=[C:11]([CH3:17])[C:10]=2[C:9](=O)[CH2:8]1.Cl.[NH2:21][NH:22][C:23]([NH:25][OH:26])=[NH:24].Cl>C(O)C>[ClH:1].[Cl:1][C:2]1[S:3][C:4]([Cl:19])=[CH:5][C:6]=1[CH:7]1[CH2:16][C:15]2[N:14]=[N:13][CH:12]=[C:11]([CH3:17])[C:10]=2[C:9](=[N:21][NH:22][C:23](=[NH:24])[NH:25][OH:26])[CH2:8]1 |f:1.2,5.6|. Reported procedure: To a mixture of 7-(2,5-dichlorothiophen-3-yl)-4-methyl-5,6,7,8-tetrahydrocinnolin-5-one (145 mg) and 1-amino-3-hydroxyguanidine hydrochloride (61 mg) were added ethanol (3 ml) and concentrated hydrochloric acid (0.05 ml), and the mixture was stirred at 90° C. for 1.5 hours. The reaction solution was concentrated under reduced pressure, and the residue was recrystallized from ethanol-acetone to give 7-(2,5-dichlorothiophen-3-yl)-5-(1-hydroxyguanidin-3-yl)imino-4-methyl-5,6,7,8-tetrahydrocinnoline... The product is CCNC(=NS(=O)(=O)c1ccc(C(=O)O)cc1)N1CC(CC)C=N1. Reaction SMILES: [CH2:1]([CH3:2])[CH:3]1[CH:4]=[N:5][N:6]([C:8](=[NH:9])[NH:10][CH2:11][CH3:12])[CH2:7]1.[CH:13]([N:14]([CH2:15][CH3:16])[CH:17]([CH3:18])[CH3:19])([CH3:20])[CH3:21].[Cl:22][S:23](=[O:24])(=[O:25])[c:26]1[cH:27][cH:28][c:29]([C:30](=[O:31])[OH:32])[cH:33][cH:34]1.[Cl:35][CH2:36][Cl:37]>>[CH2:1]([CH3:2])[CH:3]1[CH:4]=[N:5][N:6]([C:8](=[N:9][S:23](=[O:24])(=[O:25])[c:26]2[cH:27][cH:28][c:29]([C:30](=[O:31])[OH:32])[cH:33][cH:34]2)[NH:10][CH2:11][CH3:12])[CH2:7]1. The reactants are CCNC(=N)N1CC(CC)C=N1, CCN(C(C)C)C(C)C, O=C(O)c1ccc(S(=O)(=O)Cl)cc1, ClCCl.